This data is from the Open Reaction Database (ORD), a public repository of structured organic reaction records. The task is: describe an organic reaction: reactants, conditions, products, and yield RXN SMILES: [Br:1][c:2]1[cH:3][c:4]2[c:8]([c:9]([C:11]([F:12])([F:13])[F:14])[cH:10]1)[C:7](=[O:15])[N:6]([CH2:16][c:17]1[cH:18][cH:19][c:20]([O:23][C:24]([F:25])([F:26])[F:27])[cH:21][cH:22]1)[CH2:5]2.[CH3:28][N:29]1[CH2:30][CH2:31][NH:32][CH2:33][CH2:34]1.[CH3:49][CH2:50][O:51][C:52](=[O:53])[CH3:54].[CH3:61][CH2:62][CH2:63][CH2:64][CH2:65][CH3:66].[cH:35]1[cH:36][c:37]2[cH:38][cH:39][c:40]3[c:41]([c:42]2[n:43][cH:44]1)[n:45][cH:46][cH:47][cH:48]3.[cH:55]1[cH:56][cH:57][n:58][cH:59][cH:60]1>>[c:2]1([N:32]2[CH2:31][CH2:30][N:29]([CH3:28])[CH2:34][CH2:33]2)[cH:3][c:4]2[c:8]([c:9]([C:11]([F:12])([F:13])[F:14])[cH:10]1)[C:7](=[O:15])[N:6]([CH2:16][c:17]1[cH:18][cH:19][c:20]([O:23][C:24]([F:25])([F:26])[F:27])[cH:21][cH:22]1)[CH2:5]2. The product is CN1CCN(c2cc3c(c(C(F)(F)F)c2)C(=O)N(Cc2ccc(OC(F)(F)F)cc2)C3)CC1. The reactants are O=C1c2c(cc(Br)cc2C(F)(F)F)CN1Cc1ccc(OC(F)(F)F)cc1, CN1CCNCC1, CCOC(C)=O, CCCCCC, c1cnc2c(c1)ccc1cccnc12, c1ccncc1.